From a dataset of the Open Reaction Database (ORD), a public repository of structured organic reaction records. describe an organic reaction: reactants, conditions, products, and yield The reactants are Cl.C1(=CC=CC=C1)C(CCN1CCC(CC1)(CC1=CC=CC=C1)O)(C1=CC=CC=C1)C1=CC=CC=C1 (1-(3,3,3-triphenylpropyl)-4-hydroxy-4-benzyl piperidine hydrochloride), C(C)(=O)OC(C)=O (acetic anhydride). Solvent: N1=CC=CC=C1 (pyridine). Reaction conditions: time 24 hour. The product is Cl.C1(=CC=CC=C1)C(CCN1CCC(CC1)(CC1=CC=CC=C1)OC(C)=O)(C1=CC=CC=C1)C1=CC=CC=C1 (1-(3,3,3-triphenylpropyl)-4-acetoxy-4-benzylpiperidine hydrochloride). As a reaction SMILES: [ClH:1].[C:2]1([C:8]([C:31]2[CH:36]=[CH:35][CH:34]=[CH:33][CH:32]=2)([C:25]2[CH:30]=[CH:29][CH:28]=[CH:27][CH:26]=2)[CH2:9][CH2:10][N:11]2[CH2:16][CH2:15][C:14]([OH:24])([CH2:17][C:18]3[CH:23]=[CH:22][CH:21]=[CH:20][CH:19]=3)[CH2:13][CH2:12]2)[CH:7]=[CH:6][CH:5]=[CH:4][CH:3]=1.[C:37](OC(=O)C)(=[O:39])[CH3:38]>N1C=CC=CC=1>[ClH:1].[C:31]1([C:8]([C:2]2[CH:3]=[CH:4][CH:5]=[CH:6][CH:7]=2)([C:25]2[CH:26]=[CH:27][CH:28]=[CH:29][CH:30]=2)[CH2:9][CH2:10][N:11]2[CH2:16][CH2:15][C:14]([O:24][C:37](=[O:39])[CH3:38])([CH2:17][C:18]3[CH:19]=[CH:20][CH:21]=[CH:22][CH:23]=3)[CH2:13][CH2:12]2)[CH:32]=[CH:33][CH:34]=[CH:35][CH:36]=1 |f:0.1,4.5|. Reported procedure: A mixture of 1.0 part of 1-(3,3,3-triphenylpropyl)-4-hydroxy-4-benzyl piperidine hydrochloride, 10 parts by volume of pyridine and 3.0 parts by volume of acetic anhydride is allowed to stand for 24 hours. Volatile material is removed under reduced pressure and the resulting residue is partitioned between dilute sodium hydroxide and ether. The ether layer is separated, washed with water, dried over sodium sulfate and then treated with an excess of a solution of hydrogen chloride in 2-propanol. Th... Starting materials: C1=CC=C2C(=C1)C=C(C=C2O)S(=O)(=O)O (1-naphthol-3-sulfonic acid), C1=CC2=C(C=CC(=C2)S(=O)(=O)O)C(=C1)N (1-naphthylamine-6-sulfonic acid), C1=CC2=C(C=CC=C2S(=O)(=O)O)C(=C1)O (1-naphthol-5-sulfonic acid), C1=CC=C2C(=C1)C=CC(=C2O)S(=O)(=O)O (1-naphthol-2-sulfonic acid), 1-naphthol-6-sulfonic acid. The product is C1=CC2=C(C(=C1)O)C(=CC=C2)S(=O)(=O)O (1-naphthol-8-sulfonic acid), C1=CC2=CC(=CC(=C2C(=C1)S(=O)(=O)O)O)S(=O)(=O)O (1-naphthol-3,8-disulfonic acid), 5-acetylamino-1-naphthol-3-sulfonic acid. RXN SMILES: [CH:1]1[CH:6]=[C:5]2[CH:7]=[CH:8][C:9]([S:12]([OH:15])(=[O:14])=[O:13])=[C:10]([OH:11])[C:4]2=[CH:3][CH:2]=1.[CH:16]1[CH:21]=[C:20]2[CH:22]=[C:23]([S:27]([OH:30])(=[O:29])=[O:28])[CH:24]=[C:25]([OH:26])[C:19]2=[CH:18][CH:17]=1.C1C=C(O)C2C=CC=C(S(O)(=O)=O)C=2C=1.C1C=C(N)C2C=CC(S(O)(=O)=O)=CC=2C=1>>[CH:8]1[CH:9]=[C:10]([OH:11])[C:4]2[C:3]([S:27]([OH:30])(=[O:29])=[O:28])=[CH:2][CH:1]=[CH:6][C:5]=2[CH:7]=1.[CH:16]1[CH:17]=[C:18]([S:12]([OH:15])(=[O:14])=[O:13])[C:19]2[C:20](=[CH:22][C:23]([S:27]([OH:30])(=[O:28])=[O:29])=[CH:24][C:25]=2[OH:26])[CH:21]=1. Procedure: Examples of suitable starting materials for these syntheses are 1-naphthol-2-sulfonic acid, 1-naphthol-3-sulfonic acid, 1-naphthol-5-sulfonic acid, 1-naphthol-6-sulfonic acid, 1-naphthylamine-6-sulfonic acid, from which 1-chloro-1-naphthol-6-sulfonic acid may be obtained by chlorination in the course of a Bucherer synthesis, 1-naphthol-7-sulfonic acid, 1-naphthol-8-sulfonic acid, 1-naphthol-3,8-disulfonic acid, 7-acetylamino-1-naphthol-3-sulfonic acid, 8-acetylamino-2-chloro-1-naphthol-5-sulfoni... The reactants are C=O, CC#N, NN1CCN(C(=O)Cn2c(=O)sc3ccc(Cl)cc32)CC1. Yields the product C=NN1CCN(C(=O)Cn2c(=O)sc3ccc(Cl)cc32)CC1. Reaction SMILES: [CH2:22]=[O:23].[CH3:24][C:25]#[N:26].[Cl:1][c:2]1[cH:3][cH:4][c:5]2[c:6]([n:7]([CH2:11][C:12](=[O:13])[N:14]3[CH2:15][CH2:16][N:17]([NH2:20])[CH2:18][CH2:19]3)[c:8](=[O:10])[s:9]2)[cH:21]1>>[Cl:1][c:2]1[cH:3][cH:4][c:5]2[c:6]([n:7]([CH2:11][C:12](=[O:13])[N:14]3[CH2:15][CH2:16][N:17]([N:20]=[CH2:22])[CH2:18][CH2:19]3)[c:8](=[O:10])[s:9]2)[cH:21]1.